From a dataset of the Open Reaction Database (ORD), a public repository of structured organic reaction records. describe an organic reaction: reactants, conditions, products, and yield The reactants are COC(=O)CBr, Cl, [H-], CCN(CC)CCNC(=O)c1cc(Cl)c(N)cc1O, [Na+], CN(C)C=O, O. Product: CCN(CC)CCNC(=O)c1cc(Cl)c(N)cc1OCC(=O)OC. As a reaction SMILES: [Br:24][CH2:25][C:26](=[O:27])[O:28][CH3:29].[ClH:3].[H-:1].[NH2:4][c:5]1[cH:6][c:7]([OH:22])[c:8]([C:9](=[O:10])[NH:11][CH2:12][CH2:13][N:14]([CH2:15][CH3:16])[CH2:17][CH3:18])[cH:19][c:20]1[Cl:21].[Na+:2].[O:30]=[CH:31][N:32]([CH3:33])[CH3:34].[OH2:23]>>[NH2:4][c:5]1[cH:6][c:7]([O:22][CH2:25][C:26](=[O:27])[O:28][CH3:29])[c:8]([C:9](=[O:10])[NH:11][CH2:12][CH2:13][N:14]([CH2:15][CH3:16])[CH2:17][CH3:18])[cH:19][c:20]1[Cl:21]. Reactants: [BH4-], CCC(NS(=O)C(C)(C)C)c1cc(Br)ccn1, C1CCOC1, CCC(C)[BH-](C(C)CC)C(C)CC, [Li+], [Li+]. Product: CCC(N)c1cc(Br)ccn1. RXN SMILES: [BH4-:32].[Br:1][c:2]1[cH:3][c:4]([CH:8]([CH2:9][CH3:10])[NH:11][S:12]([C:13]([CH3:14])([CH3:15])[CH3:16])=[O:17])[n:5][cH:6][cH:7]1.[CH2:34]1[O:35][CH2:36][CH2:37][CH2:38]1.[CH:18]([BH-:19]([CH:20]([CH2:21][CH3:22])[CH3:23])[CH:24]([CH2:25][CH3:26])[CH3:27])([CH2:28][CH3:29])[CH3:30].[Li+:31].[Li+:33]>>[Br:1][c:2]1[cH:3][c:4]([CH:8]([CH2:9][CH3:10])[NH2:11])[n:5][cH:6][cH:7]1. Reactants: C1COCCO1, CC(C)(C)OC(=O)NCC(CC(=O)Nc1ccccc1)c1ccc(Cl)cc1, ClCCl, [K+], [K+], O=C([O-])[O-], O, Cc1ccc(S(=O)(=O)Cl)cc1. Product: Cc1ccc(S(=O)(=O)NCC(CC(=O)Nc2ccccc2)c2ccc(Cl)cc2)cc1. As a reaction SMILES: [CH2:48]1[O:49][CH2:50][CH2:51][O:52][CH2:53]1.[Cl:1][c:2]1[cH:3][cH:4][c:5]([CH:8]([CH2:9][NH:10][C:11](=[O:12])[O:13][C:14]([CH3:15])([CH3:16])[CH3:17])[CH2:18][C:19]([NH:20][c:21]2[cH:22][cH:23][cH:24][cH:25][cH:26]2)=[O:27])[cH:6][cH:7]1.[Cl:45][CH2:46][Cl:47].[K+:28].[K+:29].[O-:30][C:31]([O-:32])=[O:33].[OH2:54].[S:34](=[O:35])(=[O:36])([c:37]1[cH:38][cH:39][c:40]([CH3:41])[cH:42][cH:43]1)[Cl:44]>>[Cl:1][c:2]1[cH:3][cH:4][c:5]([CH:8]([CH2:9][NH:10][S:34](=[O:35])(=[O:36])[c:37]2[cH:38][cH:39][c:40]([CH3:41])[cH:42][cH:43]2)[CH2:18][C:19]([NH:20][c:21]2[cH:22][cH:23][cH:24][cH:25][cH:26]2)=[O:27])[cH:6][cH:7]1. Yields the product CC(C)(C)OC(=O)NC1CNc2ccccc2N(CC(F)(F)F)C1=O. Reactants: CC(C)(C)OC(=O)NC1CNc2ccccc2NC1=O, CO, ClCCl, O=S(=O)(OCC(F)(F)F)C(F)(F)F. RXN SMILES: [C:1]([CH3:2])([CH3:3])([CH3:4])[O:5][C:6]([NH:7][CH:8]1[CH2:9][NH:10][c:11]2[c:12]([cH:16][cH:17][cH:18][cH:19]2)[NH:13][C:14]1=[O:15])=[O:20].[CH3:37][OH:38].[Cl:34][CH2:35][Cl:36].[S:21]([O:22][CH2:29][C:30]([F:31])([F:32])[F:33])([C:23]([F:24])([F:25])[F:26])(=[O:27])=[O:28]>>[C:1]([CH3:2])([CH3:3])([CH3:4])[O:5][C:6]([NH:7][CH:8]1[CH2:9][NH:10][c:11]2[c:12]([cH:16][cH:17][cH:18][cH:19]2)[N:13]([CH2:29][C:30]([F:31])([F:32])[F:33])[C:14]1=[O:15])=[O:20]. Starting materials: COc1ccc2cc(C#N)cnc2c1, Cl[Al](Cl)Cl, c1ccccc1. The product is N#Cc1cnc2cc(O)ccc2c1. RXN SMILES: [C:1](#[N:2])[c:3]1[cH:4][n:5][c:6]2[cH:7][c:8]([O:13][CH3:14])[cH:9][cH:10][c:11]2[cH:12]1.[Cl:15][Al:16]([Cl:17])[Cl:18].[cH:19]1[cH:20][cH:21][cH:22][cH:23][cH:24]1>>[C:1](#[N:2])[c:3]1[cH:4][n:5][c:6]2[cH:7][c:8]([OH:13])[cH:9][cH:10][c:11]2[cH:12]1. The reactants are O=c1[nH]c(=O)n(C2CC(Cl)C(CO)O2)cc1C=CBr, ClC(Cl)(Cl)Cl, CN(C)C=O, c1ccc(P(c2ccccc2)c2ccccc2)cc1. The product is O=c1[nH]c(=O)n(C2CC(Cl)C(CCl)O2)cc1C=CBr. As a reaction SMILES: [Cl:1][CH:2]1[CH2:3][CH:4]([n:9]2[c:10](=[O:11])[nH:12][c:13](=[O:14])[c:15]([CH:17]=[CH:18][Br:19])[cH:16]2)[O:5][CH:6]1[CH2:7][OH:8].[Cl:39][C:40]([Cl:41])([Cl:42])[Cl:43].[O:44]=[CH:45][N:46]([CH3:47])[CH3:48].[c:20]1([P:21]([c:22]2[cH:23][cH:24][cH:25][cH:26][cH:27]2)[c:28]2[cH:29][cH:30][cH:31][cH:32][cH:33]2)[cH:34][cH:35][cH:36][cH:37][cH:38]1>>[Cl:1][CH:2]1[CH2:3][CH:4]([n:9]2[c:10](=[O:11])[nH:12][c:13](=[O:14])[c:15]([CH:17]=[CH:18][Br:19])[cH:16]2)[O:5][CH:6]1[CH2:7][Cl:39]. Reactants: C(C)C1=C(C=C(C(=C1)OCOCC[Si](C)(C)C)F)C1=CC=C2C(=NN(C2=C1)C1OCCCC1)C#N (6-[2-ethyl-5-fluoro-4-(2-trimethylsilanyl-ethoxymethoxy)-phenyl]-1-(tetrahydro-pyran-2-yl)-1H-indazole-3-carbonitrile), C[O-].[Na+] (sodium methoxide). Solvent: CO (methanol). Reaction conditions: time 18 hour. The product is COC(=N)C1=NN(C2=CC(=CC=C12)C1=C(C=C(C(=C1)F)OCOCC[Si](C)(C)C)CC)C1OCCCC1 (6-[2-Ethyl-5-fluoro-4-(2-trimethylsilanyl-ethoxymethoxy)-phenyl]-1-(tetrahydro-pyran-2-yl)-1H-indazole-3-carboximidic acid methyl ester). Yield: 93.4%. RXN SMILES: [CH2:1]([C:3]1[CH:8]=[C:7]([O:9][CH2:10][O:11][CH2:12][CH2:13][Si:14]([CH3:17])([CH3:16])[CH3:15])[C:6]([F:18])=[CH:5][C:4]=1[C:19]1[CH:27]=[C:26]2[C:22]([C:23]([C:34]#[N:35])=[N:24][N:25]2[CH:28]2[CH2:33][CH2:32][CH2:31][CH2:30][O:29]2)=[CH:21][CH:20]=1)[CH3:2].[CH3:36][O-:37].[Na+]>CO>[CH3:36][O:37][C:34]([C:23]1[C:22]2[C:26](=[CH:27][C:19]([C:4]3[CH:5]=[C:6]([F:18])[C:7]([O:9][CH2:10][O:11][CH2:12][CH2:13][Si:14]([CH3:17])([CH3:15])[CH3:16])=[CH:8][C:3]=3[CH2:1][CH3:2])=[CH:20][CH:21]=2)[N:25]([CH:28]2[CH2:33][CH2:32][CH2:31][CH2:30][O:29]2)[N:24]=1)=[NH:35] |f:1.2|. Reported procedure: To a solution of 6-[2-ethyl-5-fluoro-4-(2-trimethylsilanyl-ethoxymethoxy)-phenyl]-1-(tetrahydro-pyran-2-yl)-1H-indazole-3-carbonitrile (Preparation 6, 37.42 g, 75.6 mmol) in methanol (700 mL) was added sodium methoxide (12.21 g, 226.8 mmol) and the reaction mixture was then stirred at room temperature for 18 hours. The solvent was removed in vacuo and the residue was partitioned between EtOAc (1 L) and water (500 mL). The organic layer was washed with water (500 mL), dried over MgSO4 and concent... Reactants: C(C)(C)(C)OC(N(CCS(=O)(=O)C)C=1C=2N(C=CN1)C(=CN2)Br)=O ((3-bromo-imidazo[1,2-a]pyrazin-8-yl)-(2-methanesulfonyl-ethyl)-carbamic acid tert-butyl ester), CSC1=NC=CC(=N1)[Sn](CCCC)(CCCC)CCCC (2-methylsulfanyl-4-tributylstannanyl-pyrimidine), NC1CCOCC1 (4-amino-tetrahydropyran). The product is CS(=O)(=O)CCNC=1C=2N(C=CN1)C(=CN2)C2=NC(=NC=C2)NC2CCOCC2 ((2-Methanesulfonyl-ethyl)-{3-[2-(tetrahydro-pyran-4-ylamino)-pyrimidin-4-yl]-imidazo[1,2-a]pyrazin-8-yl}-amine). As a reaction SMILES: C(OC(=O)[N:7]([C:14]1[C:15]2[N:16]([C:20](Br)=[CH:21][N:22]=2)[CH:17]=[CH:18][N:19]=1)[CH2:8][CH2:9][S:10]([CH3:13])(=[O:12])=[O:11])(C)(C)C.CS[C:27]1[N:32]=[C:31]([Sn](CCCC)(CCCC)CCCC)[CH:30]=[CH:29][N:28]=1.[NH2:46][CH:47]1[CH2:52][CH2:51][O:50][CH2:49][CH2:48]1>>[CH3:13][S:10]([CH2:9][CH2:8][NH:7][C:14]1[C:15]2[N:16]([C:20]([C:31]3[CH:30]=[CH:29][N:28]=[C:27]([NH:46][CH:47]4[CH2:52][CH2:51][O:50][CH2:49][CH2:48]4)[N:32]=3)=[CH:21][N:22]=2)[CH:17]=[CH:18][N:19]=1)(=[O:11])=[O:12]. Reported procedure: (2-Methanesulfonyl-ethyl)-{3-[2-(tetrahydro-pyran-4-ylamino)-pyrimidin-4-yl]-imidazo[1,2-a]pyrazin-8-yl}-amine was prepared by a process analogous to that described in Example 12 starting from (3-bromo-imidazo[1,2-a]pyrazin-8-yl)-(2-methanesulfonyl-ethyl)-carbamic acid tert-butyl ester (from Example 5 supra), 2-methylsulfanyl-4-tributylstannanyl-pyrimidine, and 4-amino-tetrahydropyran. LC-MS: [M+H]+ 418.2. Reactants: ClC1=CC=C2C(=NNC2=C1)C1CCN(CC1)C#N (4-(6-chloro-1H-indazol-3-yl)-piperidine-1-carbonitrile), C[O-].[Na+] (sodium methoxide). Solvent: CO (methanol), CO (methanol). Reaction conditions: time 16 hour. Yields the product COC(=N)N1CCC(CC1)C1=NNC2=CC(=CC=C12)Cl (4-(6-chloro-1H-indazol-3-yl)piperidine-1-carboximidic acid methyl ester). Yield: 66.0%. Reaction SMILES: [Cl:1][C:2]1[CH:10]=[C:9]2[C:5]([C:6]([CH:11]3[CH2:16][CH2:15][N:14]([C:17]#[N:18])[CH2:13][CH2:12]3)=[N:7][NH:8]2)=[CH:4][CH:3]=1.[CH3:19][O-:20].[Na+]>CO>[CH3:19][O:20][C:17]([N:14]1[CH2:13][CH2:12][CH:11]([C:6]2[C:5]3[C:9](=[CH:10][C:2]([Cl:1])=[CH:3][CH:4]=3)[NH:8][N:7]=2)[CH2:16][CH2:15]1)=[NH:18] |f:1.2|. Procedure: To a stirred mixture of cyanogen bromide (1.8 g, 0.017 mol), sodium bicarbonate (2.80 g) and dimethyl sulfoxide (DMSO) (40 ml) was added dropwise 6-chloro-3-(4-piperidinyl)-1H-indazole (4.0 g, 0.017 mol) of Example 52 dissolved in DMSO (50 ml). The reaction was stirred at ambient temperature for 1 hour and poured into water. The resulting solid was collected, dried and weighed 4.0 g. Recrystallization from toluene-hexane afforded 3.1 g (70%) of 4-(6-chloro-1H-indazol-3-yl)piperidine-1-carbonitri... Reactants: CC(C)(C)OC(=O)N1CCN(Cc2ccc(Br)c(Br)c2)CC1, CO, CCOCC, Cl. Product: Brc1ccc(CN2CCNCC2)cc1Br. Reaction SMILES: [C:1]([O:2][C:3](=[O:4])[N:8]1[CH2:9][CH2:10][N:11]([CH2:14][c:15]2[cH:16][c:17]([Br:22])[c:18]([Br:21])[cH:19][cH:20]2)[CH2:12][CH2:13]1)([CH3:5])([CH3:6])[CH3:7].[CH3:24][OH:25].[CH3:26][CH2:27][O:28][CH2:29][CH3:30].[ClH:23]>>[NH:8]1[CH2:9][CH2:10][N:11]([CH2:14][c:15]2[cH:16][c:17]([Br:22])[c:18]([Br:21])[cH:19][cH:20]2)[CH2:12][CH2:13]1.